Dataset: the Open Reaction Database (ORD), a public repository of structured organic reaction records. Task: describe an organic reaction: reactants, conditions, products, and yield Starting materials: C(C)C(CC)C1=CC=CC2=C1N(C(N2)=O)C (7-(1-ethylpropyl)-1-methyl-1,3-dihydro-2H-benzimidazol-2-one), P(=O)(Br)(Br)Br (phosphoric tribromide). The solvent is C1(=CC=CC=C1)C (toluene). Yields the product BrC1=NC2=C(N1C)C(=CC=C2)C(CC)CC (2-Bromo-7-(1-ethylpropyl)-1-methyl-1H-benzimidazole). Yield: 11.1%. Reaction SMILES: [CH2:1]([CH:3]([C:6]1[C:11]2[N:12]([CH3:16])[C:13](=O)[NH:14][C:10]=2[CH:9]=[CH:8][CH:7]=1)[CH2:4][CH3:5])[CH3:2].P(Br)(Br)([Br:19])=O>C1(C)C=CC=CC=1>[Br:19][C:13]1[N:12]([CH3:16])[C:11]2[C:6]([CH:3]([CH2:4][CH3:5])[CH2:1][CH3:2])=[CH:7][CH:8]=[CH:9][C:10]=2[N:14]=1. Procedure: A mixture of 7-(1-ethylpropyl)-1-methyl-1,3-dihydro-2H-benzimidazol-2-one (2.10 g, 10.0 mmol), phosphoric tribromide (5.73 g, 20.0 mmol) and toluene (10 mL) was heated under reflux for 16 hr. The reaction mixture was concentrated in vacuo. The residue was dissolved in saturated sodium hydrogen carbonate solution and ethyl acetate, and extracted. The organics were dried over anhydrous magnesium sulfate, filtered, and concentrated in vacuo. The residue was purified by silica gel column chromatogra... The reactants are OC1=C(C(NC2=CC(=CN=C12)CC1=CC=CC=C1)=O)C(=O)OCC (ethyl 4-hydroxy-2-oxo-7-(phenylmethyl)-1,2-dihydro-1,5-naphthyridine-3-carboxylate), C(C1=CC=CO1)N (furfurylamine). The product is O1C(=CC=C1)CNC(=O)C=1C(NC2=CC(=CN=C2C1O)CC1=CC=CC=C1)=O (N-(2-Furanylmethyl)-4-hydroxy-2-oxo-7-(phenylmethyl)-1,2-dihydro-1,5-naphthyridine-3-carboxamide). As a reaction SMILES: [OH:1][C:2]1[C:11]2[C:6](=[CH:7][C:8]([CH2:12][C:13]3[CH:18]=[CH:17][CH:16]=[CH:15][CH:14]=3)=[CH:9][N:10]=2)[NH:5][C:4](=[O:19])[C:3]=1[C:20](OCC)=[O:21].[CH2:25]([NH2:31])[C:26]1[O:30][CH:29]=[CH:28][CH:27]=1>>[O:30]1[CH:29]=[CH:28][CH:27]=[C:26]1[CH2:25][NH:31][C:20]([C:3]1[C:4](=[O:19])[NH:5][C:6]2[C:11]([C:2]=1[OH:1])=[N:10][CH:9]=[C:8]([CH2:12][C:13]1[CH:14]=[CH:15][CH:16]=[CH:17][CH:18]=1)[CH:7]=2)=[O:21]. Procedure details: This compound was prepared from ethyl 4-hydroxy-2-oxo-7-(phenylmethyl)-1,2-dihydro-1,5-naphthyridine-3-carboxylate and furfurylamine employing methods similar to those described in Example 2 and was obtained as a white solid; 1H NMR (d6-DMSO) δ 12.13 (1H, br), 11.12 (1H, br), 10.15 (1H, br), 8.20 (1H, br s), 7.57 (1H, s), 7.31-7.20 (6H, m), 6.38 (1H, s), 6.27 (1H, br s), 4.48 (2H, br), 4.01 (2H, br s); HRMS calcd for C21H17N3O4+H+: 376.1297. Found: 376.1286. Procedure details: N-(2,2,6,6-tetramethyl-4-piperidyl)-3,5-dinitrobenzamide (1.0 g.) is dissolved in ethanol (50 ml.) and 10% palladium on charcoal (.1 g.) is added. The reduction is carried out in a Parr apparatus for 2 hours at 40 psi of hydrogen. The catalyst is removed by filtration, washed with a few ml. of ethanol and the filtrate taken to dryness under reduced pressure leaving a tan solid. Recrystallization from ether gives a cream colored product (6.6 g., m.p. 188°-190°C., 79.6% yield). Reactants: CC1(NC(CC(C1)NC(C1=CC(=CC(=C1)[N+](=O)[O-])[N+](=O)[O-])=O)(C)C)C (N-(2,2,6,6-tetramethyl-4-piperidyl)-3,5-dinitrobenzamide), [H][H] (hydrogen). Isolated yield 79.6%. Reaction SMILES: [CH3:1][C:2]1([CH3:25])[CH2:7][CH:6]([NH:8][C:9](=[O:22])[C:10]2[CH:15]=[C:14]([N+:16]([O-])=O)[CH:13]=[C:12]([N+:19]([O-])=O)[CH:11]=2)[CH2:5][C:4]([CH3:24])([CH3:23])[NH:3]1.[H][H]>C(O)C.[Pd]>[NH2:19][C:12]1[CH:11]=[C:10]([CH:15]=[C:14]([NH2:16])[CH:13]=1)[C:9]([NH:8][CH:6]1[CH2:5][C:4]([CH3:24])([CH3:23])[NH:3][C:2]([CH3:1])([CH3:25])[CH2:7]1)=[O:22]. Yields the product NC=1C=C(C(=O)NC2CC(NC(C2)(C)C)(C)C)C=C(C1)N (3,5-Diamino-N-(2,2,6,6-tetramethyl-4-piperidyl)benzamide). Reagents/catalysts: [Pd] (palladium on charcoal). The solvent is C(C)O (ethanol). Reactants: ClC1=NC(=CN=C1)Cl (2,6-dichloropyrazine), CS(=O)C (DMSO), TEA, O1CCC(CC1)CN ((tetrahydro-2H-pyran-4-yl)methanamine). The solvent is C(C)(=O)OCC (ethyl acetate). Run at temperature 75 celsius, time 6 hour. Yields the product ClC1=CN=CC(=N1)NCC1CCOCC1 (6-chloro-N-((tetrahydro-2H-pyran-4-yl)methyl)pyrazin-2-amine). The yield is 81.6%. RXN SMILES: Cl[C:2]1[CH:7]=[N:6][CH:5]=[C:4]([Cl:8])[N:3]=1.CS(C)=O.[O:13]1[CH2:18][CH2:17][CH:16]([CH2:19][NH2:20])[CH2:15][CH2:14]1>C(OCC)(=O)C>[Cl:8][C:4]1[N:3]=[C:2]([NH:20][CH2:19][CH:16]2[CH2:17][CH2:18][O:13][CH2:14][CH2:15]2)[CH:7]=[N:6][CH:5]=1. Procedure: A mixture of 2,6-dichloropyrazine (950 mg, 6.38 mmol), DMSO (14 ml), TEA (1.067 ml, 7.65 mmol) and (tetrahydro-2H-pyran-4-yl)methanamine (771 mg, 6.70 mmol) was stirred at 75° C. for 6 hours, and the reaction progress was followed by LCMS. The crude reaction mixture was cooled to ambient temperature, diluted with 300 ml of ethyl acetate, washed with 1M NaOH soln. (1×), water (1×), saturated salt soln. (1×), dried with sodium sulfate, filtered, and concentrated to constant mass, giving 1185 mg of... The reactants are N[C@@H]1CN(CCO[C@H]1C1=CC(=C(C=C1)Cl)Cl)C(=O)OC(C)(C)C (tert-butyl (6R,7S)-6-amino-7-(3,4-dichlorophenyl)-1,4-oxazepane-4-carboxylate), CI (methyl iodide). The solvent is C(C)(=O)OCC (ethyl acetate), C1CCOC1 (THF). Run at time 8 hour. The product is ClC=1C=C(C=CC1Cl)[C@H]1[C@@H](CN(CCO1)C(=O)OC(C)(C)C)NC (tert-butyl (6R,7S)-7-(3,4-dichlorophenyl)-6-(methylamino)-1,4-oxazepane-4-carboxylate). Reaction SMILES: [NH2:1][C@H:2]1[C@H:8]([C:9]2[CH:14]=[CH:13][C:12]([Cl:15])=[C:11]([Cl:16])[CH:10]=2)[O:7][CH2:6][CH2:5][N:4]([C:17]([O:19][C:20]([CH3:23])([CH3:22])[CH3:21])=[O:18])[CH2:3]1.[CH3:24]I>C1COCC1.C(OCC)(=O)C>[Cl:16][C:11]1[CH:10]=[C:9]([C@@H:8]2[O:7][CH2:6][CH2:5][N:4]([C:17]([O:19][C:20]([CH3:23])([CH3:22])[CH3:21])=[O:18])[CH2:3][C@H:2]2[NH:1][CH3:24])[CH:14]=[CH:13][C:12]=1[Cl:15]. Procedure: To a solution of tert-butyl (6R,7S)-6-amino-7-(3,4-dichlorophenyl)-1,4-oxazepane-4-carboxylate (150 mg) in THF (4 mL) was added methyl iodide (0.026 ml) at room temperature, and the mixture was stirred at room temperature overnight. The reaction mixture was diluted with ethyl acetate. The diluted solution was washed with distilled water and brine, and dried over anhydrous magnesium sulfate. The solvent was evaporated under reduced pressure, and the residue was purified by silica gel chromatograp... The reactants are C[S-], COc1ccc(C2(CN(C)C)CCOCC2)cc1, [Cl-], [NH4+], [Na+], CN(C)C=O. The product is CN(C)CC1(c2ccc(O)cc2)CCOCC1. As a reaction SMILES: [CH3:1][S-:2].[CH3:4][O:5][c:6]1[cH:7][cH:8][c:9]([C:12]2([CH2:18][N:19]([CH3:20])[CH3:21])[CH2:13][CH2:14][O:15][CH2:16][CH2:17]2)[cH:10][cH:11]1.[Cl-:22].[NH4+:23].[Na+:3].[O:24]=[CH:25][N:26]([CH3:27])[CH3:28]>>[OH:5][c:6]1[cH:7][cH:8][c:9]([C:12]2([CH2:18][N:19]([CH3:20])[CH3:21])[CH2:13][CH2:14][O:15][CH2:16][CH2:17]2)[cH:10][cH:11]1. Starting materials: ClC1=C(C(=CC=C1)Cl)S(=O)(=O)NC(=O)C=1N=C(SC1)Br (N-(2,6-dichlorophenylsulfonyl)-2-bromothiazole-4-carboxamide), C[O-].[Na+] (sodium methanolate). The solvent is CO (methanol). The product is ClC1=C(C(=CC=C1)Cl)S(=O)(=O)NC(=O)C=1N=C(SC1)OC (N-(2,6-dichlorophenylsulfonyl)-2-methoxythiazole-4-carboxamide). Yield: 88.7%. Reaction SMILES: [Cl:1][C:2]1[CH:7]=[CH:6][CH:5]=[C:4]([Cl:8])[C:3]=1[S:9]([NH:12][C:13]([C:15]1[N:16]=[C:17](Br)[S:18][CH:19]=1)=[O:14])(=[O:11])=[O:10].[CH3:21][O-:22].[Na+]>CO>[Cl:1][C:2]1[CH:7]=[CH:6][CH:5]=[C:4]([Cl:8])[C:3]=1[S:9]([NH:12][C:13]([C:15]1[N:16]=[C:17]([O:22][CH3:21])[S:18][CH:19]=1)=[O:14])(=[O:11])=[O:10] |f:1.2|. Procedure details: 2.3 g of N-(2,6-dichlorophenylsulfonyl)-2-bromothiazole-4-carboxamide and 1.6 g of sodium methanolate in 45 ml of methanol are refluxed for 12 h. After cooling, the precipitate is filtered off with suction, washed with methanol and then dried under reduced pressure. 1.8 g of N-(2,6-dichlorophenylsulfonyl)-2-methoxythiazole-4-carboxamide with a melting point of 162°-165° C. are obtained. (Active ingredient Example No. 34). The reactants are OBO, NC(=O)c1ccc(Br)cc1, COc1ccccc1CNC1CCC(N(C)C(=O)OC(C)(C)C)CC1. The product is COc1ccc(-c2ccc(C(N)=O)cc2)cc1CNC1CCC(N(C)C(=O)OC(C)(C)C)CC1. Reaction SMILES: [BH:1]([OH:2])[OH:3].[Br:29][c:30]1[cH:31][cH:32][c:33]([C:34](=[O:35])[NH2:36])[cH:37][cH:38]1.[C:4](=[O:5])([O:6][C:7]([CH3:8])([CH3:9])[CH3:10])[N:11]([CH:12]1[CH2:13][CH2:14][CH:15]([NH:18][CH2:19][c:20]2[cH:21][cH:22][cH:23][cH:24][c:25]2[O:26][CH3:27])[CH2:16][CH2:17]1)[CH3:28]>>[C:4](=[O:5])([O:6][C:7]([CH3:8])([CH3:9])[CH3:10])[N:11]([CH:12]1[CH2:13][CH2:14][CH:15]([NH:18][CH2:19][c:20]2[cH:21][c:22](-[c:30]3[cH:31][cH:32][c:33]([C:34](=[O:35])[NH2:36])[cH:37][cH:38]3)[cH:23][cH:24][c:25]2[O:26][CH3:27])[CH2:16][CH2:17]1)[CH3:28]. Reaction conditions: time 8 hour. Starting materials: C(CCC)[Mg]Br (butylmagnesium bromide), II (iodine), COCCOC1=CC=C(C=C1)C=1N=C2N(N=C(C=C2)Cl)C1 (2-[4-(2-methoxyethoxy)phenyl]-6-chloroimidazo[1,2-b]pyridazine), BrCCCC (1-bromobutane), [Mg] (magnesium), [Cl-].[NH4+] (ammonium chloride). Reported procedure: A solution of 2-[4-(2-methoxyethoxy)phenyl]-6-chloroimidazo[1,2-b]pyridazine (304 mg, 1 mmol) in tetrahydrofuran (7 mL) was added with stirring to a solution of butylmagnesium bromide (10 mmol) (prepared from 1-bromobutane (1.37 g, 10 mmol) and magnesium turnings (0.27 g, 11 mmol) and a crystal of iodine in tetrahydrofuran (8 mL)) under an atmosphere of nitrogen. [1,3-Bis(diphenyl-phosphino)propane] dichloronickel(II) (81 mg, 0.15 mmol) was added and the resulting mixture was stirred at room tem... Reagents/catalysts: Cl[Ni]Cl (dichloronickel(II)). Run in O1CCCC1 (tetrahydrofuran), O1CCCC1 (tetrahydrofuran). RXN SMILES: [CH3:1][O:2][CH2:3][CH2:4][O:5][C:6]1[CH:11]=[CH:10][C:9]([C:12]2[N:13]=[C:14]3[CH:19]=[CH:18][C:17](Cl)=[N:16][N:15]3[CH:21]=2)=[CH:8][CH:7]=1.[CH2:22]([Mg]Br)[CH2:23][CH2:24][CH3:25].BrCCCC.[Mg].II.[Cl-].[NH4+]>O1CCCC1.Cl[Ni]Cl>[CH3:1][O:2][CH2:3][CH2:4][O:5][C:6]1[CH:11]=[CH:10][C:9]([C:12]2[N:13]=[C:14]3[CH:19]=[CH:18][C:17]([CH2:22][CH2:23][CH2:24][CH3:25])=[N:16][N:15]3[CH:21]=2)=[CH:8][CH:7]=1 |f:5.6|. Product: COCCOC1=CC=C(C=C1)C=1N=C2N(N=C(C=C2)CCCC)C1 (2-[4-(2-Methoxyethoxy)phenyl]-6-butylimidazo[1,2-b]pyridazine). Reactants: BrC1=C2C=CC(=NC2=CC=C1)Cl (5-bromo-2-chloroquinoline), CC1=CC=C(O1)CN (5-methyl-2-furanmethanamine). The product is BrC1=C2C=CC(=NC2=CC=C1)NCC=1OC(=CC1)C ((5-Bromo-quinolin-2-yl)-(5-methyl-furan-2-ylmethyl)-amine). Reaction SMILES: [Br:1][C:2]1[CH:11]=[CH:10][CH:9]=[C:8]2[C:3]=1[CH:4]=[CH:5][C:6](Cl)=[N:7]2.[CH3:13][C:14]1[O:18][C:17]([CH2:19][NH2:20])=[CH:16][CH:15]=1>>[Br:1][C:2]1[CH:11]=[CH:10][CH:9]=[C:8]2[C:3]=1[CH:4]=[CH:5][C:6]([NH:20][CH2:19][C:17]1[O:18][C:14]([CH3:13])=[CH:15][CH:16]=1)=[N:7]2. Procedure details: (5-Bromo-quinolin-2-yl)-(5-methyl-furan-2-ylmethyl)-amine was prepared from 5-bromo-2-chloroquinoline and 5-methyl-2-furanmethanamine as described in example 1 step A.